This data is from the Open Reaction Database (ORD), a public repository of structured organic reaction records. The task is: describe an organic reaction: reactants, conditions, products, and yield Reactants: O (water), COC(=O)C=1C=NC2=CC=C(C=C2C1C1=CC=CC=C1)Cl (6-chloro-4-phenyl-3-quinolinecarboxylic acid methyl ester), C(C)OCC (ethyl ether), [H-].[Al+3].[Li+].[H-].[H-].[H-] (lithium aluminum hydride). Run in C(C)(=O)OCC (ethyl acetate). The product is ClC=1C=C2C(=C(C=NC2=CC1)CO)C1=CC=CC=C1 (6-chloro-3-hydroxymethyl-4-phenylquinolin). Yield: 83.5%. RXN SMILES: C[O:2][C:3]([C:5]1[CH:6]=[N:7][C:8]2[C:13]([C:14]=1[C:15]1[CH:20]=[CH:19][CH:18]=[CH:17][CH:16]=1)=[CH:12][C:11]([Cl:21])=[CH:10][CH:9]=2)=O.C(OCC)C.[H-].[Al+3].[Li+].[H-].[H-].[H-].O>C(OCC)(=O)C>[Cl:21][C:11]1[CH:12]=[C:13]2[C:8](=[CH:9][CH:10]=1)[N:7]=[CH:6][C:5]([CH2:3][OH:2])=[C:14]2[C:15]1[CH:16]=[CH:17][CH:18]=[CH:19][CH:20]=1 |f:2.3.4.5.6.7|. Reported procedure: While stirring a mixture of 6-chloro-4-phenyl-3-quinolinecarboxylic acid methyl ester (8.0 g) and ethyl ether (100 ml) at 0° C., lithium aluminum hydride (1.0 g) was added, followed by stirring for 30 minutes. After water (5 ml) was added, the mixture was stirred at room temperature for 30 more minutes. After ethyl acetate was added, the insoluble material was altered off. The filtrate was washed by successively with aqueous potassium carbonate and saturated aqueous sodium chloride and then drie... Reactants: Cc1cccc(C)c1-n1nc(C(C)(C)C)cc1Nc1cccnc1C(=O)O, CC(=O)O, ClCCl, O=C1CCC(=O)N1I, [K+], [OH-], O. Yields the product Cc1cccc(C)c1-n1nc(C(C)(C)C)c(I)c1Nc1cccnc1C(=O)O. As a reaction SMILES: [C:1]([CH3:2])([CH3:3])([CH3:4])[c:5]1[n:6][n:7](-[c:20]2[c:21]([CH3:27])[cH:22][cH:23][cH:24][c:25]2[CH3:26])[c:8]([NH:10][c:11]2[c:12]([C:17](=[O:18])[OH:19])[n:13][cH:14][cH:15][cH:16]2)[cH:9]1.[C:31]([OH:32])(=[O:33])[CH3:34].[Cl:28][CH2:29][Cl:30].[I:35][N:36]1[C:37](=[O:38])[CH2:39][CH2:40][C:41]1=[O:42].[K+:44].[OH-:43].[OH2:45]>>[C:1]([CH3:2])([CH3:3])([CH3:4])[c:5]1[n:6][n:7](-[c:20]2[c:21]([CH3:27])[cH:22][cH:23][cH:24][c:25]2[CH3:26])[c:8]([NH:10][c:11]2[c:12]([C:17](=[O:18])[OH:19])[n:13][cH:14][cH:15][cH:16]2)[c:9]1[I:35]. Reactants: ClC1=NC(=CC2=CC=C(C=C12)Cl)NC1=CC=C(OC(C(=O)OCC)C)C=C1 (ethyl 2-{4-[N-(1,7-dichloroisoquinolin-3-yl)amino]phenoxy}propionate), [H-].[Na+] (sodium hydride), CN(C=O)C (dimethylformamide), C(C)I (Ethyl iodide). Solvent: C(C)(=O)OCC (ethyl acetate). Run at time 15 minute. The product is ClC1=NC(=CC2=CC=C(C=C12)Cl)N(CC)C1=CC=C(OC(C(=O)OCC)C)C=C1 (ethyl 2-{4-[N-(1,7-dichloroisoquinolin-3-yl)-N-ethylamino]phenoxy}propionate). Isolated yield 103.9%. Reaction SMILES: [Cl:1][C:2]1[C:11]2[C:6](=[CH:7][CH:8]=[C:9]([Cl:12])[CH:10]=2)[CH:5]=[C:4]([NH:13][C:14]2[CH:27]=[CH:26][C:17]([O:18][CH:19]([CH3:25])[C:20]([O:22][CH2:23][CH3:24])=[O:21])=[CH:16][CH:15]=2)[N:3]=1.[H-].[Na+].CN(C)C=O.[CH2:35](I)[CH3:36]>C(OCC)(=O)C>[Cl:1][C:2]1[C:11]2[C:6](=[CH:7][CH:8]=[C:9]([Cl:12])[CH:10]=2)[CH:5]=[C:4]([N:13]([C:14]2[CH:15]=[CH:16][C:17]([O:18][CH:19]([CH3:25])[C:20]([O:22][CH2:23][CH3:24])=[O:21])=[CH:26][CH:27]=2)[CH2:35][CH3:36])[N:3]=1 |f:1.2|. Procedure: A mixture of ethyl 2-{4-[N-(1,7-dichloroisoquinolin-3-yl)amino]phenoxy}propionate (0.36 g), sodium hydride (0.05 g, 60%) and dimethylformamide (10 ml) was stirred at room temperature for 15 minutes. Ethyl iodide (0.17 g) was added and stirring was continued for a further 15 minutes. The mixture was then poured into ethyl acetate and washed with water, dried (MgSO4) and evaporated. Purification by column chromatography over silica gel gave ethyl 2-{4-[N-(1,7-dichloroisoquinolin-3-yl)-N-ethylamino... The reactants are Cl.N1(CCCCC1)CCCOC1=CC=C(C(=O)Cl)C=C1 (4-(3-Piperidin-1-ylpropoxy)benzoyl chloride hydrochloride), CS(=O)(=O)C1=CC2=C(CCNCC2)C=C1 (7-methanesulfonyl-2,3,4,5-tetrahydro-1H-3-benzazepine). The product is Cl.N1(CCCCC1)CCCOC1=CC=C(C(=O)N2CCC3=C(CC2)C=CC(=C3)S(=O)(=O)C)C=C1 (N-[4-(3-Piperidin-1-ylpropoxy)benzoyl]-7-methylsulfonyl-2,3,4,5-tetrahydro-1H-3-benzazepine hydrochloride), solid. RXN SMILES: Cl.[N:2]1([CH2:8][CH2:9][CH2:10][O:11][C:12]2[CH:20]=[CH:19][C:15]([C:16]([Cl:18])=[O:17])=[CH:14][CH:13]=2)[CH2:7][CH2:6][CH2:5][CH2:4][CH2:3]1.[CH3:21][S:22]([C:25]1[CH:35]=[CH:34][C:28]2[CH2:29][CH2:30][NH:31][CH2:32][CH2:33][C:27]=2[CH:26]=1)(=[O:24])=[O:23]>>[ClH:18].[N:2]1([CH2:8][CH2:9][CH2:10][O:11][C:12]2[CH:20]=[CH:19][C:15]([C:16]([N:31]3[CH2:30][CH2:29][C:28]4[CH:34]=[CH:35][C:25]([S:22]([CH3:21])(=[O:24])=[O:23])=[CH:26][C:27]=4[CH2:33][CH2:32]3)=[O:17])=[CH:14][CH:13]=2)[CH2:7][CH2:6][CH2:5][CH2:4][CH2:3]1 |f:0.1,3.4|. Reported procedure: The title compound was prepared from 4-(3-piperidin-1-ylpropoxy)benzoyl chloride hydrochloride (D3) (0.20 g) and 7-methanesulfonyl-2,3,4,5-tetrahydro-1H-3-benzazepine (WO00/21951) (0.17 g) using the procedure described for Example 1 and isolated as a white solid (0.24 g). MS electrospray (+ion) 471 (MH+). 1H NMR δ (DMSO-d6): 9.83 (1H, s), 7.71 (2H, m), 7.44 (1H, s), 7.35 (2H, d, J=8.5 Hz ), 7.01 (2H, d, J=8.6 Hz), 4.11 (2H, t, J=5.9 Hz), 3.71-3.45 (6H, m), 3.18 (6H, m), 3.05 (3H, s) 2.87 (2H, m)... Starting materials: Cl(=O)(=O)(=O)[O-].C(C)(=O)OC1=CC=CC=2C1=CC=1C=CC=C[N+]1C2 (10-acetoxybenzo[b]quinolizinium perchlorate). Run in O (water). Product: Cl(=O)(=O)(=O)[O-].C(CCC)C1=C2C(=CC=3C=CC=C[N+]13)C=CC=C2 (6-butylbenzo[b]quinolizinium perchlorate). Isolated yield 115.8%. RXN SMILES: [Cl:1]([O-:5])(=[O:4])(=[O:3])=[O:2].C(O[C:10]1[C:15]2=[CH:16][C:17]3[CH:18]=[CH:19][CH:20]=[CH:21][N+:22]=3[CH:23]=[C:14]2[CH:13]=[CH:12][CH:11]=1)(=O)C>O>[Cl:1]([O-:5])(=[O:4])(=[O:3])=[O:2].[CH2:15]([C:23]1[N+:22]2[CH:21]=[CH:20][CH:19]=[CH:18][C:17]=2[CH:16]=[C:15]2[CH:10]=[CH:11][CH:12]=[CH:13][C:14]=12)[CH2:10][CH2:11][CH3:12] |f:0.1,3.4|. Procedure details: The above 10-acetoxybenzo[b]quinolizinium perchlorate (3.3 g) was dissolved in 500 mL of water, the solution was boiled, and filtered. To the filtrate was added 100 mL of 30% sodium perchlorate solution and the mixture was chilled. The precipitated solid was isolated by filtration and dried in vacuo to afford 1.9 g of 10-acetoxybenzo[b]quinolizinium perchlorate (Formula II: R1 =R2 =H; R7 =10--OAc; X- =ClO4-). The filtrate was extracted with methylene chloride (3×100 mL), the organic layer was dr... Reactants: [H-].[Na+] (sodium hydride), C(C1=CC=CC=C1)C#N (benzyl cyanide), C(OCC)(OCC)=O (Diethyl carbonate). The solvent is C1CCOC1 (THF). Conditions: temperature 40 celsius, time 15 minute. Product: C(#N)C(C(=O)OCC)C1=CC=CC=C1 (ethyl 2-cyano-2-phenylacetate), crude compound. As a reaction SMILES: [H-].[Na+].[CH2:3]([C:10]#[N:11])[C:4]1[CH:9]=[CH:8][CH:7]=[CH:6][CH:5]=1.[C:12](=O)([O:16]CC)[O:13][CH2:14][CH3:15]>C1COCC1>[C:10]([CH:3]([C:4]1[CH:9]=[CH:8][CH:7]=[CH:6][CH:5]=1)[C:12]([O:13][CH2:14][CH3:15])=[O:16])#[N:11] |f:0.1|. Reported procedure: To a solution of sodium hydride (24.5 g, 1.02 mol) in THF was added benzyl cyanide (50.0 g, 0.426 mol) at −10° C. The reaction mixture was stirred for 15 min at the same temperature. Diethyl carbonate (60.5 g, 0.512 mol) was added to the reaction mixture and the reaction mixture was allowed to come to room temperature and heated to 40° C. (Caution: Reaction will start suddenly and exothermic). The heating path was removed immediately once the reaction was started and the reaction mixture was coo... The reactants are O.[OH-].[Li+] (lithium hydroxide monohydrate), C(C1=CC=CC=C1)OC(=O)C1(CCN(CC1)CC1=CC=C(C=C1)C1=NOC(=N1)C1=CC(=C(C=C1)C1=CC=CC=C1)F)C(NN1CCCCC1)=O (1-{4-[5-(2-fluoro-biphenyl-4-yl)-[1,2,4]oxadiazol-3-yl]-benzyl}-4-(piperidine-1-ylcarbamoyl)-piperidine-4-carboxylic acid benzyl ester). Solvent: O (water), O1CCCC1 (tetrahydrofuran). Run at temperature 70 celsius. Yields the product FC1=C(C=CC(=C1)C1=NC(=NO1)C1=CC=C(CN2CCC(CC2)(C(=O)O)C(NN2CCCCC2)=O)C=C1)C1=CC=CC=C1 (1-{4-[5-(2-fluoro-biphenyl-4-yl)-[1,2,4]oxadiazol-3-yl]-benzyl}-4-(piperidine-1-ylcarbamoyl)-piperidine-4-carboxylic acid). RXN SMILES: O.[OH-].[Li+].C([O:11][C:12]([C:14]1([C:45](=[O:53])[NH:46][N:47]2[CH2:52][CH2:51][CH2:50][CH2:49][CH2:48]2)[CH2:19][CH2:18][N:17]([CH2:20][C:21]2[CH:26]=[CH:25][C:24]([C:27]3[N:31]=[C:30]([C:32]4[CH:37]=[CH:36][C:35]([C:38]5[CH:43]=[CH:42][CH:41]=[CH:40][CH:39]=5)=[C:34]([F:44])[CH:33]=4)[O:29][N:28]=3)=[CH:23][CH:22]=2)[CH2:16][CH2:15]1)=[O:13])C1C=CC=CC=1>O.O1CCCC1>[F:44][C:34]1[CH:33]=[C:32]([C:30]2[O:29][N:28]=[C:27]([C:24]3[CH:25]=[CH:26][C:21]([CH2:20][N:17]4[CH2:16][CH2:15][C:14]([C:45](=[O:53])[NH:46][N:47]5[CH2:52][CH2:51][CH2:50][CH2:49][CH2:48]5)([C:12]([OH:13])=[O:11])[CH2:19][CH2:18]4)=[CH:22][CH:23]=3)[N:31]=2)[CH:37]=[CH:36][C:35]=1[C:38]1[CH:43]=[CH:42][CH:41]=[CH:40][CH:39]=1 |f:0.1.2|. Reported procedure: A solution of lithium hydroxide monohydrate (0.031 g, 0.000735 mol) in demineralized water (2 mL) is added to a solution of 1-{4-[5-(2-fluoro-biphenyl-4-yl)-[1,2,4]oxadiazol-3-yl]-benzyl}-4-(piperidine-1-ylcarbamoyl)-piperidine-4-carboxylic acid benzyl ester (0.165 g, 0.000245 mol) in tetrahydrofuran (10 mL). The reaction mixture is heated at 70° C. for 2 hrs. Tetrahydrofuran is removed under reduced pressure and the residue is acidified with 2N HCl (pH ˜5). The solid mass thus formed is filtere... Starting materials: BrCc1ccccc1, CC12CCC3c4ccc(O)cc4CC(CCCCCO)C3C1C=CC21OCCO1, CN(C)C=O, CCOC(C)=O, [Li+], [OH-]. The product is CC12CCC3c4ccc(OCc5ccccc5)cc4CC(CCCCCO)C3C1C=CC21OCCO1. RXN SMILES: [Br:32][CH2:33][c:34]1[cH:35][cH:36][cH:37][cH:38][cH:39]1.[CH2:1]1[O:2][C:3]2([C:4]3([CH3:5])[CH:6]([CH:7]=[CH:8]2)[CH:9]2[CH:10]([CH2:22][CH2:23][CH2:24][CH2:25][CH2:26][OH:27])[CH2:11][c:12]4[cH:13][c:14]([OH:21])[cH:15][cH:16][c:17]4[CH:18]2[CH2:19][CH2:20]3)[O:28][CH2:29]1.[CH3:40][N:41]([CH3:42])[CH:43]=[O:44].[CH3:45][CH2:46][O:47][C:48](=[O:49])[CH3:50].[Li+:30].[OH-:31]>>[CH2:1]1[O:2][C:3]2([C:4]3([CH3:5])[CH:6]([CH:7]=[CH:8]2)[CH:9]2[CH:10]([CH2:22][CH2:23][CH2:24][CH2:25][CH2:26][OH:27])[CH2:11][c:12]4[cH:13][c:14]([O:21][CH2:33][c:34]5[cH:35][cH:36][cH:37][cH:38][cH:39]5)[cH:15][cH:16][c:17]4[CH:18]2[CH2:19][CH2:20]3)[O:28][CH2:29]1. The product is CCOC(=O)C1(c2cc(Cl)c(-c3ccc(C(F)(F)F)cc3)c(OCC(F)(F)F)c2)CCCC1. Reaction SMILES: [CH3:38][CH2:39][O:40][C:41]([CH3:42])=[O:43].[CH3:45][O:46][CH2:47][CH2:48][O:49][CH3:50].[Cl:1][c:2]1[cH:3][c:4]([C:15]2([C:20](=[O:21])[O:22][CH2:23][CH3:24])[CH2:16][CH2:17][CH2:18][CH2:19]2)[cH:5][c:6]([O:9][CH2:10][C:11]([F:12])([F:13])[F:14])[c:7]1[I:8].[F:25][C:26]([c:27]1[cH:28][cH:29][c:30]([B:33]([OH:34])[OH:35])[cH:31][cH:32]1)([F:36])[F:37].[OH2:44]>>[Cl:1][c:2]1[cH:3][c:4]([C:15]2([C:20](=[O:21])[O:22][CH2:23][CH3:24])[CH2:16][CH2:17][CH2:18][CH2:19]2)[cH:5][c:6]([O:9][CH2:10][C:11]([F:12])([F:13])[F:14])[c:7]1-[c:30]1[cH:29][cH:28][c:27]([C:26]([F:25])([F:36])[F:37])[cH:32][cH:31]1. The reactants are CCOC(C)=O, COCCOC, CCOC(=O)C1(c2cc(Cl)c(I)c(OCC(F)(F)F)c2)CCCC1, OB(O)c1ccc(C(F)(F)F)cc1, O. The reactants are C(=O)(OC(C)(C)C)N1[C@@H](CC1)COC=1C=NC(=C(C1)Br)Cl (3-(1-BOC-2-(S)-Azetidinylmethoxy)-5-bromo-6-chloropyridine), C(C=C)[Sn](CCCC)(CCCC)CCCC (allyltributyltin). The reagents and catalysts are [Pd].C1(=CC=CC=C1)P(C1=CC=CC=C1)C1=CC=CC=C1.C1(=CC=CC=C1)P(C1=CC=CC=C1)C1=CC=CC=C1.C1(=CC=CC=C1)P(C1=CC=CC=C1)C1=CC=CC=C1.C1(=CC=CC=C1)P(C1=CC=CC=C1)C1=CC=CC=C1 (tetrakis(triphenylphosphine) palladium). The solvent is C1(=CC=CC=C1)C (toluene). Yields the product C(C=C)C=1C=C(C=NC1Cl)OC[C@H]1N(CC1)C(=O)OC(C)(C)C (5-Allyl-3-(1-BOC-2-(S)-azetidinylmethoxy)-6-chloropyridine). Yield: 83.5%. As a reaction SMILES: [C:1]([N:8]1[CH2:11][CH2:10][C@H:9]1[CH2:12][O:13][C:14]1[CH:15]=[N:16][C:17]([Cl:21])=[C:18](Br)[CH:19]=1)([O:3][C:4]([CH3:7])([CH3:6])[CH3:5])=[O:2].[CH2:22]([Sn](CCCC)(CCCC)CCCC)[CH:23]=[CH2:24]>C1(C)C=CC=CC=1.[Pd].C1(P(C2C=CC=CC=2)C2C=CC=CC=2)C=CC=CC=1.C1(P(C2C=CC=CC=2)C2C=CC=CC=2)C=CC=CC=1.C1(P(C2C=CC=CC=2)C2C=CC=CC=2)C=CC=CC=1.C1(P(C2C=CC=CC=2)C2C=CC=CC=2)C=CC=CC=1>[CH2:24]([C:18]1[CH:19]=[C:14]([O:13][CH2:12][C@@H:9]2[CH2:10][CH2:11][N:8]2[C:1]([O:3][C:4]([CH3:7])([CH3:6])[CH3:5])=[O:2])[CH:15]=[N:16][C:17]=1[Cl:21])[CH:23]=[CH2:22] |f:3.4.5.6.7|. Reported procedure: 3-(1-BOC-2-(S)-Azetidinylmethoxy)-5-bromo-6-chloropyridine (1.0 g, 2.65 mmol) in toluene (10 mL) was added tetrakis(triphenylphosphine) palladium (100 mg) and allyltributyltin (0.99 mL, 3.18 mmol). The mixture was stirred and refluxed for two days. Solvent was evaporated and the residue was chromatographed (silica gel; hexane/EtOAc, 5:1 to 1:1) to afford an oil (750 mg, 83%): 1H NMR (CDCl3, 300 MHz) δ 1.42 (s, 9H), 2.20-2.40 (m, 2H), 3.43 (d, 2H, J=6.5 Hz), 3.88 (t, 2H, J=7.0 Hz), 4.12 (m, 1H), ...